This data is from the Open Reaction Database (ORD), a public repository of structured organic reaction records. The task is: describe an organic reaction: reactants, conditions, products, and yield Starting materials: O1COC2=C1C=CC(=C2)C2(CCC1(OCCO1)CC2)O (8-(1,3-Benzodioxol-5-yl)-1,4-dioxa-spiro[4.5]decan8-ol), Cl (hydrochloric acid), CO (methanol). Product: O1COC2=C1C=CC(=C2)C2(CCC(CC2)=O)OC (4(1,3-Benzodioxol-5-yl)-4-methoxycyclohexanone). Isolated yield 70.0%. RXN SMILES: [O:1]1[C:5]2[CH:6]=[CH:7][C:8]([C:10]3([OH:20])[CH2:19][CH2:18][C:13]4([O:17]CCO4)[CH2:12][CH2:11]3)=[CH:9][C:4]=2[O:3][CH2:2]1.Cl.[CH3:22]O>>[O:1]1[C:5]2[CH:6]=[CH:7][C:8]([C:10]3([O:20][CH3:22])[CH2:11][CH2:12][C:13](=[O:17])[CH2:18][CH2:19]3)=[CH:9][C:4]=2[O:3][CH2:2]1. Reported procedure: A solution of 8-(1,3-Benzodioxol-5-yl)-1,4-dioxa-spiro[4.5]decan8-ol (5.0 g, 1.8 mmole) in 100 mL methanol with 1 mL conc. hydrochloric acid was stirred for 22 hr and the solution concentrated in vacuo. The residue was purified by chromatography on silica eluting with ethyl acetate-hexane (1:19) to give the product (70%, mp: 84°-85 ° C.). Starting materials: CC=1C=C2C=C(NC2=C(C1)NCC1CCOCC1)C=1SC[C@H](N1)CCO (2-((R)-2-{5-methyl-7-[(tetrahydro-pyran-4-ylmethyl)-amino]-1H-indol-2-yl}-4,5-dihydro-thiazol-4-yl)-ethanol), N1CCOCC1 (morpholine). Product: CC=1C=C2C=C(NC2=C(C1)NCC1CCOCC1)C=1SC[C@@H](N1)CCN1CCOCC1 ({5-Methyl-2-[(S)-4-(2-morpholin-4-yl-ethyl)-4,5-dihydro-thiazol-2-yl]-1H-indol-7-yl}-(tetrahydro-pyran-4-ylmethyl)-amine). RXN SMILES: [CH3:1][C:2]1[CH:3]=[C:4]2[C:8](=[C:9]([NH:11][CH2:12][CH:13]3[CH2:18][CH2:17][O:16][CH2:15][CH2:14]3)[CH:10]=1)[NH:7][C:6]([C:19]1[S:20][CH2:21][C@@H:22]([CH2:24][CH2:25]O)[N:23]=1)=[CH:5]2.[NH:27]1[CH2:32][CH2:31][O:30][CH2:29][CH2:28]1>>[CH3:1][C:2]1[CH:3]=[C:4]2[C:8](=[C:9]([NH:11][CH2:12][CH:13]3[CH2:14][CH2:15][O:16][CH2:17][CH2:18]3)[CH:10]=1)[NH:7][C:6]([C:19]1[S:20][CH2:21][C@H:22]([CH2:24][CH2:25][N:27]3[CH2:32][CH2:31][O:30][CH2:29][CH2:28]3)[N:23]=1)=[CH:5]2. Reported procedure: 2-((R)-2-{5-methyl-7-[(tetrahydro-pyran-4-ylmethyl)-amino]-1H-indol-2-yl}-4,5-dihydro-thiazol-4-yl)-ethanol prepared in Step B and morpholine were reacted according to the same procedure as Example 156 to give the title compound. Reactants: ClCCl, COC(=O)C1CCCN1C(=O)c1ccc2c(c1)[nH]c(=O)c1ccccc12, CN1CCCC1C(=O)O, Cl, [Na+], C1COCCO1, [OH-]. The product is O=C(O)C1CCCN1C(=O)c1ccc2c(c1)[nH]c(=O)c1ccccc12. RXN SMILES: [CH2:39]([Cl:40])[Cl:41].[CH3:10][O:11][C:12]([CH:13]1[N:14]([C:18](=[O:19])[c:20]2[cH:21][cH:22][c:23]3[c:24]4[cH:25][cH:26][cH:27][cH:28][c:29]4[c:30](=[O:34])[nH:31][c:32]3[cH:33]2)[CH2:15][CH2:16][CH2:17]1)=[O:35].[CH3:1][N:2]1[CH2:3][CH2:4][CH2:5][CH:6]1[C:7]([OH:8])=[O:9].[ClH:38].[Na+:37].[O:42]1[CH2:43][CH2:44][O:45][CH2:46][CH2:47]1.[OH-:36]>>[O:11]=[C:12]([CH:13]1[N:14]([C:18](=[O:19])[c:20]2[cH:21][cH:22][c:23]3[c:24]4[cH:25][cH:26][cH:27][cH:28][c:29]4[c:30](=[O:34])[nH:31][c:32]3[cH:33]2)[CH2:15][CH2:16][CH2:17]1)[OH:35]. The reactants are BrC=1C=C2C=CC(=CC2=C(C1)F)O (6-bromo-8-fluoro-2-naphthol), COC1=CC=C(C=C1)B(O)O (4-methoxyphenyl boronic acid). Yields the product FC=1C=C(C=C2C=CC(=CC12)O)C1=CC=C(C=C1)OC (8-Fluoro-6-(4-methoxyphenyl)-2-naphthol), white solid. Isolated yield 81.0%. As a reaction SMILES: Br[C:2]1[CH:3]=[C:4]2[C:9](=[C:10]([F:12])[CH:11]=1)[CH:8]=[C:7]([OH:13])[CH:6]=[CH:5]2.[CH3:14][O:15][C:16]1[CH:21]=[CH:20][C:19](B(O)O)=[CH:18][CH:17]=1>>[F:12][C:10]1[CH:11]=[C:2]([C:19]2[CH:20]=[CH:21][C:16]([O:15][CH3:14])=[CH:17][CH:18]=2)[CH:3]=[C:4]2[C:9]=1[CH:8]=[C:7]([OH:13])[CH:6]=[CH:5]2. Procedure details: The title compound was prepared by reacting 6-bromo-8-fluoro-2-naphthol (0.39 g, 1.62 mmol) with 4-methoxyphenyl boronic acid (0.34 g, 2.27 mmol) according to method A to yield 0.35 g (81%) of a white solid: mp 150-151° C.; 1H NMR (DMSO-d6): δ 3.81 (3H, s), 7.05 (2H, d, J=8.75 Hz), 7.16-7.20,(2H, m), 7.57 (1H, dd, J=1.21 Hz, J=12.76 Hz), 7.74 (2H, d, J=8.74 Hz), 7.89-7.92 (2H, m), 10.10 (1H, s); MS (ESI) m/z269 (M−H)+. Reactants: CN(C1=C(C=CC(=C1)C(F)(F)F)[N+](=O)[O-])C(C(C)C)=O (N-methyl-2'-nitro-5'-trifluoromethylisobutyranilide). The reagents and catalysts are [Pd] (palladium on carbon). Run in C(C)O (ethanol). The product is C(C)(C)C1=NC2=C(N1C)C=C(C=C2)C(F)(F)F (2-Isopropyl-1-methyl-6-trifluoromethylbenzimidazole). As a reaction SMILES: [CH3:1][N:2]([C:16](=O)[CH:17]([CH3:19])[CH3:18])[C:3]1[CH:8]=[C:7]([C:9]([F:12])([F:11])[F:10])[CH:6]=[CH:5][C:4]=1[N+:13]([O-])=O>[Pd].C(O)C>[CH:17]([C:16]1[N:2]([CH3:1])[C:3]2[CH:8]=[C:7]([C:9]([F:12])([F:11])[F:10])[CH:6]=[CH:5][C:4]=2[N:13]=1)([CH3:19])[CH3:18]. Reported procedure: Shake 12.0 g. of N-methyl-2'-nitro-5'-trifluoromethylisobutyranilide in 100 ml. of ethanol containing 0.3 g. of 5% palladium on carbon at an initial pressure of approximately 50 lbs. per square inch. Filter, removing the solvent, and add 40 ml. of 4N hydrochloric acid and reflux for 30 minutes. Cool, and basify with sodium bicarbonate. Extract with ether and dry over sodium sulfate. Sublime at 55° C (0.1 mm) obtaining the product of this step. Isolated yield 99.0%. The reactants are C(C1=CC=CC=C1)N1N=CC(=C1C1=CC=CC=C1)CC#N ((1-benzyl-5-phenyl-1H-pyrazol-4-yl)acetonitrile), [OH-].[K+] (potassium hydroxide), C(C)O (ethanol), Cl (hydrochloric acid). Product: C(C1=CC=CC=C1)N1N=CC(=C1C1=CC=CC=C1)CC(=O)O ((1-benzyl-5-phenyl-1H-pyrazol-4-yl)acetic acid). Procedure details: A mixture of (1-benzyl-5-phenyl-1H-pyrazol-4-yl)acetonitrile (3.50 g), a 4N aqueous potassium hydroxide solution (16 ml), and ethanol (50 ml) was refluxed for 4 hours. The reaction mixture was acidified with 1N hydrochloric acid, which was extracted with ethyl acetate. The ethyl acetate layer was washed with saturated aqueous sodium chloride solution, dried (MgSO4), and concentrated to obtain (1-benzyl-5-phenyl-1H-pyrazol-4-yl)acetic acid (3.70 g, yield: 99%) as a colorless oily substance. Reaction SMILES: [CH2:1]([N:8]1[C:12]([C:13]2[CH:18]=[CH:17][CH:16]=[CH:15][CH:14]=2)=[C:11](CC#N)[CH:10]=[N:9]1)[C:2]1[CH:7]=[CH:6][CH:5]=[CH:4][CH:3]=1.[OH-:22].[K+].Cl.[CH2:25]([OH:27])[CH3:26]>>[CH2:1]([N:8]1[C:12]([C:13]2[CH:18]=[CH:17][CH:16]=[CH:15][CH:14]=2)=[C:11]([CH2:26][C:25]([OH:22])=[O:27])[CH:10]=[N:9]1)[C:2]1[CH:7]=[CH:6][CH:5]=[CH:4][CH:3]=1 |f:1.2|. Reactants: C(C)(=O)Cl (acetyl chloride), product, C1(=CC=CC=C1)C (toluene), C1(=CC=CC=C1)C (toluene), CCOCC (Ether). The reagents and catalysts are [Ag]OC#N (Silver cyanate). Reaction conditions: time 30 minute. Product: CCCC(C)C.C(C)(=O)OCC (isohexane ethyl acetate). Reaction SMILES: C(Cl)(=[O:3])C.[CH3:5][CH2:6][O:7][CH2:8][CH3:9].[C:10]1([CH3:16])[CH:15]=C[CH:13]=[CH:12][CH:11]=1>[Ag]OC#N>[CH3:13][CH2:12][CH2:11][CH:10]([CH3:16])[CH3:15].[C:6]([O:7][CH2:8][CH3:9])(=[O:3])[CH3:5] |f:4.5|. Procedure details: Silver cyanate (13.5 g) suspended in anhydrous toluene (90 ml) under nitrogen was treated dropwise with acetyl chloride (5.34 ml) and stirred vigorously for 30 min. The product of step 1) (23 g) dissolved in anhydrous toluene (15 ml) was added and the mixture was stirred for 72 h. Ether (360 ml) was added and the insoluble material was filtered off and washed with a small volume of ether. The combined organic solutions were washed with saturated sodium bicarbonate solution, dried and evaporated.... Reagents/catalysts: [Pd] (palladium). The reactants are COC(C(C(=O)OCC1=CC=CC=C1)OC1=NC2=C(C(=N1)OC)CCC2)(C2=CC=CC=C2)C2=CC=CC=C2 (benzyl 3-methoxy-2-(4-methoxy-6,7-dihydro-5H-cyclopentapyrimidin-2-yloxy)-3,3-diphenylpropionate), [H][H] (hydrogen). Reaction SMILES: [CH3:1][O:2][C:3]([C:33]1[CH:38]=[CH:37][CH:36]=[CH:35][CH:34]=1)([C:27]1[CH:32]=[CH:31][CH:30]=[CH:29][CH:28]=1)[CH:4]([O:15][C:16]1[N:21]=[C:20]([O:22][CH3:23])[C:19]2[CH2:24][CH2:25][CH2:26][C:18]=2[N:17]=1)[C:5]([O:7]CC1C=CC=CC=1)=[O:6].[H][H]>C(OCC)(=O)C.CO.[Pd]>[CH3:1][O:2][C:3]([C:33]1[CH:34]=[CH:35][CH:36]=[CH:37][CH:38]=1)([C:27]1[CH:28]=[CH:29][CH:30]=[CH:31][CH:32]=1)[CH:4]([O:15][C:16]1[N:21]=[C:20]([O:22][CH3:23])[C:19]2[CH2:24][CH2:25][CH2:26][C:18]=2[N:17]=1)[C:5]([OH:7])=[O:6] |f:2.3|. Procedure details: 40 g (78.4 mmol) of benzyl 3-methoxy-2-(4-methoxy-6,7-dihydro-5H-cyclopentapyrimidin-2-yloxy)-3,3-diphenylpropionate were dissolved in 400 ml of ethyl acetate/methanol (4:1), about 500 mg of palladium on active carbon (10%) were added, and the mixture was exposed to a hydrogen atmosphere until no further gas was taken up. The catalyst was filtered off, the solution was evaporated, and the residue was crystallized from ether. Yields the product COC(C(C(=O)O)OC1=NC2=C(C(=N1)OC)CCC2)(C2=CC=CC=C2)C2=CC=CC=C2 (3-Methoxy-2-(4-methoxy-6,7-dihydro-5H-cyclopentapyrimidin-2-yl-oxy)-3,3-diphenylpropionic acid). Solvent: C(C)(=O)OCC.CO (ethyl acetate methanol). Starting materials: C1(=CC=CC=C1)P(C1=CC=CC=C1)C1=CC=CC=C1 (triphenylphosphine), N(=NC(=O)OCC)C(=O)OCC (diethyl azodicarboxylate), CO (methanol), C(C)(C)(C)OC(=O)N1C[C@@H]([C@@H](CC1)C1=C(C=CC=C1)C)C(=O)O ((3R,4R)-4-o-tolyl-piperidine-1,3-dicarboxylic acid 1-tert-butyl ester). Run in C1CCOC1 (THF), C1CCOC1 (THF). Conditions: time 30 minute. Product: COC(=O)[C@H]1CN(CC[C@H]1C1=C(C=CC=C1)C)C(=O)OC(C)(C)C ((3R,4R)-4-o-tolyl-piperidine-1,3-dicarboxylic acid 1-tert-butyl ester 3-methyl ester). Reaction SMILES: [C:1]1(P(C2C=CC=CC=2)C2C=CC=CC=2)C=CC=CC=1.N(C(OCC)=O)=NC(OCC)=O.CO.[C:34]([O:38][C:39]([N:41]1[CH2:46][CH2:45][C@@H:44]([C:47]2[CH:52]=[CH:51][CH:50]=[CH:49][C:48]=2[CH3:53])[C@@H:43]([C:54]([OH:56])=[O:55])[CH2:42]1)=[O:40])([CH3:37])([CH3:36])[CH3:35]>C1COCC1>[CH3:1][O:55][C:54]([C@@H:43]1[C@H:44]([C:47]2[CH:52]=[CH:51][CH:50]=[CH:49][C:48]=2[CH3:53])[CH2:45][CH2:46][N:41]([C:39]([O:38][C:34]([CH3:37])([CH3:35])[CH3:36])=[O:40])[CH2:42]1)=[O:56]. Procedure details: To a solution of triphenylphosphine (2.66 g) in THF (30 ml) was added diethyl azodicarboxylate (1.58 mL) at 0° C. After 30 minutes, methanol (1.58 mL) and a solution of (3R,4R)-4-o-tolyl-piperidine-1,3-dicarboxylic acid 1-tert-butyl ester in THF (30 mL) were added subsequently at 0-5° C. The reaction mixture was stirred for 3 h at room temperature. The reaction was quenched with a saturated aqueous solution of NH4Cl, tert-butyl methyl ether was added, and the phases were separated. The inorganic...